From a dataset of the Open Reaction Database (ORD), a public repository of structured organic reaction records. describe an organic reaction: reactants, conditions, products, and yield Reactants: FC1=NC=CC=C1 (2-fluoropyridine), ClC1=CC=C(C=N1)CN (6-chloro-3-pyridinemethanamine), C([O-])(O)=O.[Na+] (sodium bicarbonate). Run in CN1C(CCC1)=O (N-methylpyrrolidinone). Conditions: temperature 230 celsius. Product: ClC1=CC=C(C=N1)CNC1=NC=CC=C1 (6-chloro-N-2-pyridinyl-3-pyridinemethanamine). The yield is 154.8%. As a reaction SMILES: F[C:2]1[CH:7]=[CH:6][CH:5]=[CH:4][N:3]=1.[Cl:8][C:9]1[N:14]=[CH:13][C:12]([CH2:15][NH2:16])=[CH:11][CH:10]=1.C(=O)(O)[O-].[Na+]>CN1CCCC1=O>[Cl:8][C:9]1[N:14]=[CH:13][C:12]([CH2:15][NH:16][C:2]2[CH:7]=[CH:6][CH:5]=[CH:4][N:3]=2)=[CH:11][CH:10]=1 |f:2.3|. Reported procedure: A mixture of 2-fluoropyridine (1.4 g, 15 mmol) and 6-chloro-3-pyridinemethanamine (2.55 g, 18 mmol) in N-methylpyrrolidinone (5 mL) was heated at 230° C. in a microwave reactor for 30 min. This reaction was repeated four times using the same amounts of starting materials for each repetition. All five of the reaction mixtures were then poured into saturated aqueous sodium bicarbonate solution and extracted into ethyl acetate. The organic layer was washed with saturated aqueous sodium bicarbonate ... The reactants are CCCN=C=O, C=CCOC(=O)NC(CC(=O)OCC)c1cccc(NS(=O)(=O)c2cccc(N)c2)c1, C1COCCO1. Product: C=CCOC(=O)NC(CC(=O)OCC)c1cccc(NS(=O)(=O)c2cccc(NC(=O)NCCC)c2)c1. As a reaction SMILES: [CH2:1]([CH2:2][CH3:3])[N:4]=[C:5]=[O:6].[CH2:7]([CH:8]=[CH2:9])[O:10][C:11](=[O:12])[NH:13][CH:14]([CH2:15][C:16](=[O:17])[O:18][CH2:19][CH3:20])[c:21]1[cH:22][c:23]([NH:27][S:28](=[O:29])(=[O:30])[c:31]2[cH:32][c:33]([NH2:37])[cH:34][cH:35][cH:36]2)[cH:24][cH:25][cH:26]1.[O:38]1[CH2:39][CH2:40][O:41][CH2:42][CH2:43]1>>[CH2:1]([CH2:2][CH3:3])[NH:4][C:5](=[O:6])[NH:37][c:33]1[cH:32][c:31]([S:28]([NH:27][c:23]2[cH:22][c:21]([CH:14]([NH:13][C:11]([O:10][CH2:7][CH:8]=[CH2:9])=[O:12])[CH2:15][C:16](=[O:17])[O:18][CH2:19][CH3:20])[cH:26][cH:25][cH:24]2)(=[O:29])=[O:30])[cH:36][cH:35][cH:34]1. The reactants are ClC=1C=C(C2=C(C(OC(=N2)C2=CC(=NN2C2=C(C=CC=C2)Cl)C(F)(F)F)=O)C1)C (6-chloro-2-[1-(2-chlorophenyl)-3-trifluoromethyl-1H-pyrazol-5-yl]-8-methyl-4H-3,1-benzoxazine-4-one), O.NN (hydrazine monohydrate), O1CCCC1 (tetrahydrofuran). Run in O (Water). Conditions: time 2 hour. Yields the product ClC1=CC(=C(C(=C1)C)NC(=O)C1=CC(=NN1C1=C(C=CC=C1)Cl)C(F)(F)F)C(=O)NN (N-[4-chloro-2-(hydrazinocarbonyl)-6-methylphenyl]-1-(2-chlorophenyl)-3-trifluoromethyl-1H-pyrazole-5-carboxamide). Reaction SMILES: [Cl:1][C:2]1[CH:3]=[C:4]([CH3:29])[C:5]2[N:10]=[C:9]([C:11]3[N:15]([C:16]4[CH:21]=[CH:20][CH:19]=[CH:18][C:17]=4[Cl:22])[N:14]=[C:13]([C:23]([F:26])([F:25])[F:24])[CH:12]=3)[O:8][C:7](=[O:27])[C:6]=2[CH:28]=1.O.[NH2:31][NH2:32].O1CCCC1>O>[Cl:1][C:2]1[CH:3]=[C:4]([CH3:29])[C:5]([NH:10][C:9]([C:11]2[N:15]([C:16]3[CH:21]=[CH:20][CH:19]=[CH:18][C:17]=3[Cl:22])[N:14]=[C:13]([C:23]([F:26])([F:24])[F:25])[CH:12]=2)=[O:8])=[C:6]([C:7]([NH:31][NH2:32])=[O:27])[CH:28]=1 |f:1.2|. Procedure details: A mixture of 0.88 g of 6-chloro-2-[1-(2-chlorophenyl)-3-trifluoromethyl-1H-pyrazol-5-yl]-8-methyl-4H-3,1-benzoxazine-4-one, 0.19 ml of hydrazine monohydrate and 3 ml of tetrahydrofuran was stirred at room temperature for 2 hours. Water was poured into the reaction mixture, and the mixture was extracted with ethyl acetate three times. The organic layers were combined, washed with an aqueous saturated sodium chloride solution, dried over anhydrous magnesium sulfate, and concentrated under reduced ...